Dataset: the Open Reaction Database (ORD), a public repository of structured organic reaction records. Task: describe an organic reaction: reactants, conditions, products, and yield Reactants: Br.BrCC=1C=CC2=C(N=C(S2)NC(=N)N)C1 (5-bromomethyl-2-guanidinobenzothiazole.hydrobromide), [Na] (sodium). Product: NCCSCC=1C=CC2=C(N=C(S2)NC(=N)N)C1 (5-[(2-aminoethyl)thiomethyl]-2-guanidinobenzothiazole). RXN SMILES: Br.Br[CH2:3][C:4]1[CH:5]=[CH:6][C:7]2[S:11][C:10]([NH:12][C:13]([NH2:15])=[NH:14])=[N:9][C:8]=2[CH:16]=1.[Na]>>[NH2:9][CH2:8][CH2:7][S:11][CH2:3][C:4]1[CH:5]=[CH:6][C:7]2[S:11][C:10]([NH:12][C:13]([NH2:15])=[NH:14])=[N:9][C:8]=2[CH:16]=1 |f:0.1,^1:16|. Procedure: Cysteamine.hydrochloride (0.4 g) was caused to react with sodium ethoxide in ethanol to yield a sodium salt. Then, 5-bromomethyl-2-guanidinobenzothiazole.hydrobromide (0.63 g) was added to the sodium salt at an internal temperature of 0° C. After agitating the mixture over one night at room temperature, the solvent was removed, and the residue was made acidic with addition of dilute hydrochloric acid. The crystalline precipitate was collected to obtain 5-[(2-aminoethyl)thiomethyl]-2-guanidinoben... Reactants: CCOC(C)=O, COc1ccc2[nH]c3c4[nH]c5ccc(OC)cc5c4c4c(c3c2c1)C(=O)N(C)C4=O, CN(C)CCCCl, CN(C)C=O, CC(C)OC(C)C, [H-], [Na+]. Yields the product COc1ccc2[nH]c3c(c4c(c5c6cc(OC)ccc6n(CCCN(C)C)c35)C(=O)N(C)C4=O)c2c1. Reaction SMILES: [C:40]([O:41][CH2:42][CH3:43])(=[O:44])[CH3:45].[CH3:1][O:2][c:3]1[cH:4][c:5]2[c:6]([cH:7][cH:8]1)[nH:9][c:10]1[c:11]2[c:12]2[c:13]([c:14]3[c:15]4[cH:16][c:17]([O:23][CH3:24])[cH:18][cH:19][c:20]4[nH:21][c:22]13)[C:25](=[O:30])[N:26]([CH3:29])[C:27]2=[O:28].[CH3:33][N:34]([CH2:35][CH2:36][CH2:37][Cl:38])[CH3:39].[CH3:53][N:54]([CH3:55])[CH:56]=[O:57].[CH:46]([O:47][CH:48]([CH3:49])[CH3:50])([CH3:51])[CH3:52].[H-:31].[Na+:32]>>[CH3:1][O:2][c:3]1[cH:4][c:5]2[c:6]([cH:7][cH:8]1)[n:9]([CH2:37][CH2:36][CH2:35][N:34]([CH3:33])[CH3:39])[c:10]1[c:11]2[c:12]2[c:13]([c:14]3[c:15]4[cH:16][c:17]([O:23][CH3:24])[cH:18][cH:19][c:20]4[nH:21][c:22]13)[C:25](=[O:30])[N:26]([CH3:29])[C:27]2=[O:28]. Reaction SMILES: [C:41]([O:42][C:43]([N:44]1[CH2:45][CH2:46][CH:47]([n:48]2[c:49]3[n:50][cH:51][n:52][c:53]([O:54][c:55]4[cH:56][cH:57][cH:58][cH:59][c:60]4[C:61]#[N:62])[c:63]3[cH:64][n:65]2)[CH2:66][CH2:67]1)=[O:68])([CH3:69])([CH3:70])[CH3:71].[CH2:79]([O:80][c:81]1[cH:82][cH:83][c:84]([O:85][c:86]2[n:87][cH:88][n:89][c:90]3[n:91]([CH:92]4[CH2:93][CH2:94][NH:95][CH2:96][CH2:97]4)[n:98][cH:99][c:100]23)[c:101]([F:102])[cH:103]1)[CH3:104].[CH:105]([N:106]([CH:107]([CH3:108])[CH3:109])[CH2:110][CH3:111])([CH3:112])[CH3:113].[Cl:114][CH2:115][Cl:116].[Cl:1][C:2](=[O:3])[O:4][CH:5]1[CH2:6][CH2:7][CH2:8][CH2:9]1.[F:10][C:11]([F:12])([F:13])[C:14]([OH:15])=[O:16].[F:72][C:73]([F:74])([F:75])[C:76]([OH:77])=[O:78].[NH:17]1[CH2:18][CH2:19][CH:20]([n:23]2[n:24][cH:25][c:26]3[c:27]2[n:28][cH:29][n:30][c:31]3[O:32][c:33]2[c:34]([C:35]#[N:36])[cH:37][cH:38][cH:39][cH:40]2)[CH2:21][CH2:22]1.[OH2:117]>>[C:2](=[O:3])([O:4][CH:5]1[CH2:6][CH2:7][CH2:8][CH2:9]1)[N:17]1[CH2:18][CH2:19][CH:20]([n:23]2[n:24][cH:25][c:26]3[c:27]2[n:28][cH:29][n:30][c:31]3[O:32][c:33]2[c:34]([C:35]#[N:36])[cH:37][cH:38][cH:39][cH:40]2)[CH2:21][CH2:22]1. Yields the product N#Cc1ccccc1Oc1ncnc2c1cnn2C1CCN(C(=O)OC2CCCC2)CC1. The reactants are CC(C)(C)OC(=O)N1CCC(n2ncc3c(Oc4ccccc4C#N)ncnc32)CC1, CCOc1ccc(Oc2ncnc3c2cnn3C2CCNCC2)c(F)c1, CCN(C(C)C)C(C)C, ClCCl, O=C(Cl)OC1CCCC1, O=C(O)C(F)(F)F, O=C(O)C(F)(F)F, N#Cc1ccccc1Oc1ncnc2c1cnn2C1CCNCC1, O. Reactants: BrC1=CC=C(C(=N1)OC)[N+](=O)[O-] (6-bromo-2-methoxy-3-nitropyridine), C(C1=CC=CC=C1)N1CC(CC1)O (1-benzyl-pyrrolidin-3-ol), C(=O)([O-])[O-].[K+].[K+] (K2CO3). The solvent is CN(C=O)C (dimethylformamide). Reaction conditions: temperature 40 celsius, time 4 hour. The product is C(C1=CC=CC=C1)N1CC(CC1)OC1=CC=C(C(=N1)OC)[N+](=O)[O-] (6-(1-Benzyl-pyrrolidin-3-yloxy)-2-methoxy-3-nitro-pyridine). Yield: 17.9%. As a reaction SMILES: Br[C:2]1[N:7]=[C:6]([O:8][CH3:9])[C:5]([N+:10]([O-:12])=[O:11])=[CH:4][CH:3]=1.[CH2:13]([N:20]1[CH2:24][CH2:23][CH:22]([OH:25])[CH2:21]1)[C:14]1[CH:19]=[CH:18][CH:17]=[CH:16][CH:15]=1.C([O-])([O-])=O.[K+].[K+]>CN(C)C=O>[CH2:13]([N:20]1[CH2:24][CH2:23][CH:22]([O:25][C:2]2[N:7]=[C:6]([O:8][CH3:9])[C:5]([N+:10]([O-:12])=[O:11])=[CH:4][CH:3]=2)[CH2:21]1)[C:14]1[CH:15]=[CH:16][CH:17]=[CH:18][CH:19]=1 |f:2.3.4|. Reported procedure: A mixture of 6-bromo-2-methoxy-3-nitropyridine (1.5 g, 6.44 mmol), 1-benzyl-pyrrolidin-3-ol (1.14 g, 6.44 mmol) and K2CO3 (0.89 g, 6.44 mmol) in dimethylformamide (DMF) (20 ml) was stirred at room temperature for 24 h and at 40° C. for 4 h. After evaporation of the solvent under reduced pressure the residue was purified by silica gel chromatography with dichloromethane/methanol (10:0; 9:1; 7:3; 0:10) as eluent to provide 380 mg (18.1%) of the product. RXN SMILES: [BrH:31].[C:25](=[O:26])([O-:27])[O-:28].[Cl:1][c:2]1[c:3]([CH:10]([C:11]([C:12]([F:13])([F:14])[F:15])([OH:16])[c:17]2[cH:18][c:19]([CH3:23])[n:20][cH:21][cH:22]2)[CH3:24])[cH:4][cH:5][c:6]([O:8][CH3:9])[cH:7]1.[Na+:29].[Na+:30]>>[Cl:1][c:2]1[c:3]([CH:10]([C:11]([C:12]([F:13])([F:14])[F:15])([OH:16])[c:17]2[cH:18][c:19]([CH3:23])[n:20][cH:21][cH:22]2)[CH3:24])[cH:4][cH:5][c:6]([OH:8])[cH:7]1. Starting materials: Br, O=C([O-])[O-], COc1ccc(C(C)C(O)(c2ccnc(C)c2)C(F)(F)F)c(Cl)c1, [Na+], [Na+]. The product is Cc1cc(C(O)(C(C)c2ccc(O)cc2Cl)C(F)(F)F)ccn1. Reactants: ClCC1=C(C=C(C(=C1)OC)[N+](=O)[O-])F (1-(chloromethyl)-2-fluoro-5-methoxy-4-nitrobenzene), ClCC1=C(C=C(C(=C1)OC)[N+](=O)[O-])F (1-(chloromethyl)-2-fluoro-5-methoxy-4-nitrobenzene), P(OCC)(OCC)OCC (triethyl phosphite). Conditions: temperature 100 celsius. The product is FC1=C(CP(OCC)(OCC)=O)C=C(C(=C1)[N+](=O)[O-])OC (Diethyl (2-fluoro-5-methoxy-4-nitrobenzyl)phosphonate). Yield: 35.0%. As a reaction SMILES: Cl[CH2:2][C:3]1[CH:8]=[C:7]([O:9][CH3:10])[C:6]([N+:11]([O-:13])=[O:12])=[CH:5][C:4]=1[F:14].[P:15]([O:22]CC)([O:19][CH2:20][CH3:21])[O:16][CH2:17][CH3:18]>>[F:14][C:4]1[CH:5]=[C:6]([N+:11]([O-:13])=[O:12])[C:7]([O:9][CH3:10])=[CH:8][C:3]=1[CH2:2][P:15](=[O:22])([O:19][CH2:20][CH3:21])[O:16][CH2:17][CH3:18]. Procedure: A mixture of 1-(chloromethyl)-2-fluoro-5-methoxy-4-nitrobenzene (Compound 130C, 1.578 g, 7.186 mmol) and triethyl phosphite (1.43 g, 8.62 mmol) was heated at 100° C. for 16 h in a sealed tube. After concentrating the reaction mixture under reduced pressure, the crude product was purified by silica gel chromatography on an ISCO combi-flash system using DCM/MeOH as eluent (100:0→95:5) to give an orange oil, 800 mg (35% yield). 1H NMR (CDCl3, 400 MHz): δ=1.30 (t, J=7.07 Hz, 6 H), 3.20-3.27 (m, 2 H)... The reactants are ClC1=C(C(=O)O)C=CC(=C1)NC(=O)C1=CC=C2CCN(C2=C1)S(=O)(=O)C1=CC(=CC=C1)C(F)(F)F (2-Chloro-4-{[1-(3-trifluoromethyl-benzenesulfonyl)-2,3-dihydro-1H-indole-6-carbonyl]-amino}-benzoic acid), FC(C=1C=C(C=CC1)S(=O)(=O)Cl)(F)F (3-trifluoromethyl-benzenesulfonyl chloride). The product is COC(C1=C(C=C(C=C1)NC(=O)C1=CC=C2CCN(C2=C1)S(=O)(=O)C1=CC(=CC=C1)C(F)(F)F)Cl)=O (2-chloro-4-{[1-(3-trifluoromethyl-benzenesulfonyl)-2,3-dihydro-1H-indole-6-carbonyl]-amino}-benzoic acid methyl ester). As a reaction SMILES: [Cl:1][C:2]1[CH:10]=[C:9]([NH:11][C:12]([C:14]2[CH:22]=[C:21]3[C:17]([CH2:18][CH2:19][N:20]3[S:23]([C:26]3[CH:31]=[CH:30][CH:29]=[C:28]([C:32]([F:35])([F:34])[F:33])[CH:27]=3)(=[O:25])=[O:24])=[CH:16][CH:15]=2)=[O:13])[CH:8]=[CH:7][C:3]=1[C:4]([OH:6])=[O:5].F[C:37](F)(F)C1C=C(S(Cl)(=O)=O)C=CC=1>>[CH3:37][O:5][C:4](=[O:6])[C:3]1[CH:7]=[CH:8][C:9]([NH:11][C:12]([C:14]2[CH:22]=[C:21]3[C:17]([CH2:18][CH2:19][N:20]3[S:23]([C:26]3[CH:31]=[CH:30][CH:29]=[C:28]([C:32]([F:33])([F:35])[F:34])[CH:27]=3)(=[O:25])=[O:24])=[CH:16][CH:15]=2)=[O:13])=[CH:10][C:2]=1[Cl:1]. Procedure details: 2-Chloro-4-{[1-(3-trifluoromethyl-benzenesulfonyl)-2,3-dihydro-1H-indole-6-carbonyl]-amino}-benzoic acid, m/z (ES+): 525.23 (M+H+.), was prepared in analogy to example 1, steps 1 to 5. Step 4 was performed using 3-trifluoromethyl-benzenesulfonyl chloride and yielded 2-chloro-4-{[1-(3-trifluoromethyl-benzenesulfonyl)-2,3-dihydro-1H-indole-6-carbonyl]-amino}-benzoic acid methyl ester, which was hydrolyzed in step 5. Solvent: O1CCOCC1 (1,4-dioxane). Reagents/catalysts: C=1C=CC(=CC1)/C=C/C(=O)/C=C/C2=CC=CC=C2.C=1C=CC(=CC1)/C=C/C(=O)/C=C/C2=CC=CC=C2.C=1C=CC(=CC1)/C=C/C(=O)/C=C/C2=CC=CC=C2.[Pd].[Pd] (Pd2dba3). Reported procedure: A 25-mL single-neck round-bottomed flask equipped with a magnetic stirrer and a reflux condenser was charged with 6-methoxypyridazin-3-amine (65 mg, 0.52 mmol), XantPhos (29 mg, 0.050 mmol), Pd2dba3 (45 mg, 0.050 mmol), [4-(5-bromo-1-methyl-6-oxo-1,6-dihydropyridin-3-yl)-2-{4,4-dimethyl-9-oxo-1,10-diazatricy-clo[6.4.0.02,6]dodeca-2(6),7-dien-10-yl}pyridin-3-yl]methyl acetate 273a (281 mg, 0.52 mmol), Cs2CO3 (326 mg, 1.0 mmol), and 1,4-dioxane (10 mL). After bubbling nitrogen through the resultin... Reactants: COC1=CC=C(N=N1)N (6-methoxypyridazin-3-amine), CC1(C2=C(C(=CC=C2)P(C3=CC=CC=C3)C4=CC=CC=C4)OC5=C(C=CC=C51)P(C6=CC=CC=C6)C7=CC=CC=C7)C (XantPhos), C(C)(=O)OCC=1C(=NC=CC1C1=CN(C(C(=C1)Br)=O)C)N1C(C2=CC=3CC(CC3N2CC1)(C)C)=O ([4-(5-Bromo-1-methyl-6-oxo-1,6-dihydropyridin-3-yl)-2-{4,4-dimethyl-9-oxo-1,10-diazatricyclo[6.4.0.02,6]dodeca-2(6),7-dien-10-yl}pyridin-3-yl]methyl acetate), C(=O)([O-])[O-].[Cs+].[Cs+] (Cs2CO3). As a reaction SMILES: [CH3:1][O:2][C:3]1[N:8]=[N:7][C:6]([NH2:9])=[CH:5][CH:4]=1.CC1(C)C2C(=C(P(C3C=CC=CC=3)C3C=CC=CC=3)C=CC=2)OC2C(P(C3C=CC=CC=3)C3C=CC=CC=3)=CC=CC1=2.[C:52]([O:55][CH2:56][C:57]1[C:58]([N:72]2[CH2:83][CH2:82][N:81]3[C:74](=[CH:75][C:76]4[CH2:77][C:78]([CH3:85])([CH3:84])[CH2:79][C:80]=43)[C:73]2=[O:86])=[N:59][CH:60]=[CH:61][C:62]=1[C:63]1[CH:68]=[C:67](Br)[C:66](=[O:70])[N:65]([CH3:71])[CH:64]=1)(=[O:54])[CH3:53].C([O-])([O-])=O.[Cs+].[Cs+]>C1C=CC(/C=C/C(/C=C/C2C=CC=CC=2)=O)=CC=1.C1C=CC(/C=C/C(/C=C/C2C=CC=CC=2)=O)=CC=1.C1C=CC(/C=C/C(/C=C/C2C=CC=CC=2)=O)=CC=1.[Pd].[Pd].O1CCOCC1>[C:52]([O:55][CH2:56][C:57]1[C:58]([N:72]2[CH2:83][CH2:82][N:81]3[C:74](=[CH:75][C:76]4[CH2:77][C:78]([CH3:85])([CH3:84])[CH2:79][C:80]=43)[C:73]2=[O:86])=[N:59][CH:60]=[CH:61][C:62]=1[C:63]1[CH:68]=[C:67]([NH:9][C:6]2[N:7]=[N:8][C:3]([O:2][CH3:1])=[CH:4][CH:5]=2)[C:66](=[O:70])[N:65]([CH3:71])[CH:64]=1)(=[O:54])[CH3:53] |f:3.4.5,6.7.8.9.10|. Product: C(C)(=O)OCC=1C(=NC=CC1C1=CN(C(C(=C1)NC=1N=NC(=CC1)OC)=O)C)N1C(C2=CC=3CC(CC3N2CC1)(C)C)=O ((2-{4,4-Dimethyl-9-oxo-1,10-diazatricyclo[6.4.0.02,6]dodeca-2(6),7-dien-10-yl}-4-{5-[(6-methoxypyridazin-3-yl)amino]-1-methyl-6-oxo-1,6-dihydropyridin-3-yl}pyridin-3-yl)methyl Acetate). The yield is 59.3%. The reactants are OC(C1CN(CCN1)C(=O)OC(C)(C)C)(C1=CC=CC=C1)C1=CC=CC=C1 (1,1-dimethylethyl 3-[hydroxy(diphenyl)methyl]-1-piperazine carboxylate), C(C)(=O)OCC (ethyl acetate), C(C)(C)N(CC)C(C)C (diisopropylethylamine), ClCC(=O)Cl (chloroacetyl chloride). Run in O1CCCC1 (tetrahydrofuran). Reaction conditions: time 4 hour. The product is ClCC(=O)N1C(CN(CC1)C(=O)OC(C)(C)C)C(C1=CC=CC=C1)(C1=CC=CC=C1)O (1,1-Dimethylethyl 4-(chloroacetyl)-3-[hydroxy(diphenyl)methyl]piperazine-1-carboxylate). Yield: 44.9%. RXN SMILES: [OH:1][C:2]([C:22]1[CH:27]=[CH:26][CH:25]=[CH:24][CH:23]=1)([C:16]1[CH:21]=[CH:20][CH:19]=[CH:18][CH:17]=1)[CH:3]1[NH:8][CH2:7][CH2:6][N:5]([C:9]([O:11][C:12]([CH3:15])([CH3:14])[CH3:13])=[O:10])[CH2:4]1.C(N(C(C)C)CC)(C)C.[Cl:37][CH2:38][C:39](Cl)=[O:40].C(OCC)(=O)C>O1CCCC1>[Cl:37][CH2:38][C:39]([N:8]1[CH2:7][CH2:6][N:5]([C:9]([O:11][C:12]([CH3:15])([CH3:14])[CH3:13])=[O:10])[CH2:4][CH:3]1[C:2]([OH:1])([C:16]1[CH:17]=[CH:18][CH:19]=[CH:20][CH:21]=1)[C:22]1[CH:27]=[CH:26][CH:25]=[CH:24][CH:23]=1)=[O:40]. Reported procedure: To a solution of 1,1-dimethylethyl 3-[hydroxy(diphenyl)methyl]-1-piperazine carboxylate (0.50 g, 1.4 mmol) in tetrahydrofuran (5 mL) were sequentially added diisopropylethylamine (2 mL) and chloroacetyl chloride (0.46 g, 4.1 mmol) with ice cooling, and the mixture was stirred for 4 hours while elevating the temperature to room temperature. To the reaction solution was added ethyl acetate, and the resulting mixture was washed with water, dried over anhydrous magnesium sulfate and concentrated und...